From a dataset of the Open Reaction Database (ORD), a public repository of structured organic reaction records. describe an organic reaction: reactants, conditions, products, and yield Starting materials: [H-].[Na+] (sodium hydride), C(C)(C)(C)C1=CC=C(C=C1)S(=O)(=O)NC1=NC=NC(=C1C1=CC=C(C=C1)C)OCC#CCO (4-tert.-butyl-N-[6-(4-hydroxy-2-butynyloxy)-5-(p-tolyl)-4-pyrimidinyl]-benzene sulfonamide), BrC=1C=NC(=NC1)Cl (5-bromo-2-chloropyrimidine). The solvent is C1CCOC1 (THF). Conditions: time 1 hour. Product: C(C)(C)(C)C1=CC=C(C=C1)S(=O)(=O)NC1=NC=NC(=C1C1=CC=C(C=C1)C)OC#CCCOC1=NC=C(C=N1)Br (4-tert.-butyl-N-[6-(4-(5-bromo-2-pyrimidinyloxy)-butynyloxy)-5-(p-tolyl)-4-pyrimidinyl]-benzene sulfonamide). Reaction SMILES: [H-].[Na+].[C:3]([C:7]1[CH:12]=[CH:11][C:10]([S:13]([NH:16][C:17]2[C:22]([C:23]3[CH:28]=[CH:27][C:26]([CH3:29])=[CH:25][CH:24]=3)=[C:21]([O:30][CH2:31][C:32]#[C:33][CH2:34][OH:35])[N:20]=[CH:19][N:18]=2)(=[O:15])=[O:14])=[CH:9][CH:8]=1)([CH3:6])([CH3:5])[CH3:4].[Br:36][C:37]1[CH:38]=[N:39][C:40](Cl)=[N:41][CH:42]=1>C1COCC1>[C:3]([C:7]1[CH:8]=[CH:9][C:10]([S:13]([NH:16][C:17]2[C:22]([C:23]3[CH:24]=[CH:25][C:26]([CH3:29])=[CH:27][CH:28]=3)=[C:21]([O:30][C:31]#[C:32][CH2:33][CH2:34][O:35][C:40]3[N:41]=[CH:42][C:37]([Br:36])=[CH:38][N:39]=3)[N:20]=[CH:19][N:18]=2)(=[O:14])=[O:15])=[CH:11][CH:12]=1)([CH3:5])([CH3:4])[CH3:6] |f:0.1|. Procedure details: To a suspension of 88 mg of a 55% sodium hydride dispersion in mineral oil in 15 ml of dry THF 375 mg of 4-tert.-butyl-N-[6-(4-hydroxy-2-butynyloxy)-5-(p-tolyl)-4-pyrimidinyl]-benzene sulfonamide (Example 12) was added. After stirring for 1 h, 170 mg of 5-bromo-2-chloropyrimidine was added. Stirring was continued for 60 h at 40° C. Eventually, the solvent was evaporated and the remaining residue was partitioned between 50 ml of 10% aqueous citric acid and 50 ml of ethyl acetate. The organic laye...